From a dataset of the Open Reaction Database (ORD), a public repository of structured organic reaction records. describe an organic reaction: reactants, conditions, products, and yield Reactants: BrC=1C=C(C=CC1)C(CCNC(C(F)(F)F)=O)O (N-(3-(3-bromophenyl)-3-hydroxypropyl)-2,2,2-trifluoroacetamide), C(#C)C(CCC)(CCC)O (4-ethynylheptan-4-ol). The product is FC(C(=O)NCCC(C1=CC(=CC=C1)C#CC(CCC)(CCC)O)O)(F)F (2,2,2-trifluoro-N-(3-hydroxy-3-(3-(3-hydroxy-3-propylhex-1-ynyl)phenyl)propyl)acetamide). Reaction SMILES: Br[C:2]1[CH:3]=[C:4]([CH:8]([OH:18])[CH2:9][CH2:10][NH:11][C:12](=[O:17])[C:13]([F:16])([F:15])[F:14])[CH:5]=[CH:6][CH:7]=1.[C:19]([C:21]([OH:28])([CH2:25][CH2:26][CH3:27])[CH2:22][CH2:23][CH3:24])#[CH:20]>>[F:14][C:13]([F:16])([F:15])[C:12]([NH:11][CH2:10][CH2:9][CH:8]([OH:18])[C:4]1[CH:5]=[CH:6][CH:7]=[C:2]([C:20]#[C:19][C:21]([OH:28])([CH2:25][CH2:26][CH3:27])[CH2:22][CH2:23][CH3:24])[CH:3]=1)=[O:17]. Procedure: Coupling of N-(3-(3-bromophenyl)-3-hydroxypropyl)-2,2,2-trifluoroacetamide (25) (1.95 g, 6 mmol) with 4-ethynylheptan-4-ol (20) following the method described in Example 15 gave 2,2,2-trifluoro-N-(3-hydroxy-3-(3-(3-hydroxy-3-propylhex-1-ynyl)phenyl)propyl)acetamide (26) as a light brown oil. Yield (0.87 g, 37%): 1H NMR (400 MHz, DMSO-d6) δ 9.35 (m, 1H), 7.29-7.34 (m, 3H), 7.22-7.26 (m, 1H), 5.39 (d, J=4.4 Hz, 1H), 5.12 (s, 1H), 4.59 (dt, J=8.4, 4.8 Hz, 1H), 3.25 (quint, J=7.6 Hz, 2H), 1.80 (quin... Reaction SMILES: [CH3:1][O:2][C:3]1[CH:8]=[CH:7][C:6]([C:9]2[C:14]([CH3:15])=[N:13][NH:12][C:11](=[O:16])[CH:10]=2)=[CH:5][CH:4]=1.Br[C:18]1[CH:23]=[CH:22][CH:21]=[CH:20][N:19]=1>[Cu](I)I>[CH3:1][O:2][C:3]1[CH:8]=[CH:7][C:6]([C:9]2[C:14]([CH3:15])=[N:13][N:12]([C:18]3[CH:23]=[CH:22][CH:21]=[CH:20][N:19]=3)[C:11](=[O:16])[CH:10]=2)=[CH:5][CH:4]=1. Procedure: 5-(4-Methoxy-phenyl)-6-methyl-2-pyridin-2-yl-2H-pyridazin-3-one was prepared from 5-(4-methoxy-phenyl)-6-methyl-2H-pyridazin-3-one and 2-bromopyridine in the presence of copper iodide using the procedure described in Example 98 Step 2; Mp 156-7° C.; MS m/z 294 (M+H). The product is COC1=CC=C(C=C1)C1=CC(N(N=C1C)C1=NC=CC=C1)=O (5-(4-Methoxy-phenyl)-6-methyl-2-pyridin-2-yl-2H-pyridazin-3-one). Reagents/catalysts: [Cu](I)I (copper iodide). Reactants: COC1=CC=C(C=C1)C1=CC(NN=C1C)=O (5-(4-methoxy-phenyl)-6-methyl-2H-pyridazin-3-one), BrC1=NC=CC=C1 (2-bromopyridine). Starting materials: C([C@@H]([C@@H]1C(=C(C(=O)O1)O)O)O)O (ester C), CN(C)C=O (DMF), C1CCC(CC1)N=C=NC2CCCCC2 (DCC), methane[4], 11, amine, amide. Product: C(CC)(=O)OC(C)(C)C (tert-butyl propanoate). As a reaction SMILES: C1CCC(N=C=N[CH:10]2[CH2:15][CH2:14]CCC2)CC1.C(O)[C@H](O)[C@H]1[O:23][C:21](=[O:22])[C:20](O)=[C:19]1O.[CH3:28]N(C=O)C>>[C:21]([O:23][C:15]([CH3:14])([CH3:10])[CH3:28])(=[O:22])[CH2:20][CH3:19]. Reported procedure: 36-Cascade:methane[4]:(3-oxo-6-oxa-2-azaheptylidyne):(3-oxo-2-azapentylidyne):tert-butyl propanoate (16) was prepared (57%), as a spongy white solid, from dodecaacid 11 (5.63 g, 4.2 mmol), amine 2 (21.98 g, 52.9 mmol), DCC (10.89 g, 52.9 mmol) 1-HBT (7.14 g, 52.9 mmol), and DMF (250 mL) via Procedure A: 14.55 g; mp 67°-70° C.; 1H NMR δ1.42 (s, CH3, 324H), 1.95, 2.20 (m, CH2CH2CO, 192H), 2.37 (t, J=5.7Hz, OCH2CH2CO, 8H), 3.32 (s, CH2O, 8H), 3.66 (t, J=5.7 Hz, OCH2, 8H), 6.36 (s, NH, 16H); 13C NMR... Starting materials: [H][H], C1CCOC1, CC(NC1CC2=CNC=C3C=COCC1=C32)c1ccccc1. Product: NC1CC2=CNC=C3C=COCC1=C32. Reaction SMILES: [H:23][H:24].[O:25]1[CH2:26][CH2:27][CH2:28][CH2:29]1.[c:1]1([CH:2]([CH3:3])[NH:9][CH:10]2[CH2:11][C:12]3=[CH:22][NH:21][CH:20]=[C:14]4[C:13]3=[C:19]2[CH2:18][O:17][CH:16]=[CH:15]4)[cH:4][cH:5][cH:6][cH:7][cH:8]1>>[NH2:9][CH:10]1[CH2:11][C:12]2=[CH:22][NH:21][CH:20]=[C:14]3[C:13]2=[C:19]1[CH2:18][O:17][CH:16]=[CH:15]3.